From a dataset of the Open Reaction Database (ORD), a public repository of structured organic reaction records. describe an organic reaction: reactants, conditions, products, and yield Reactants: C(C)(C)[Mg]Cl (isopropylmagnesium chloride), O1CCCC1 (tetrahydrofuran), crude solution, CC(C(=O)NC1=NC(=CC=C1)Br)(C)C (2-(trimethylacetylamino)-6-bromopyridine), C1(=CC=CC=C1)C (toluene), CN(C=O)C (Dimethylformamide). Run in C(C)(=O)O (acetic acid). Run at temperature 13 celsius, time 24 hour. Yields the product CC(C(=O)NC1=NC(=CC=C1)C=O)(C)C (2-(trimethylacetylamino)-6-formylpyridine). As a reaction SMILES: C([Mg]Cl)(C)C.[O:6]1[CH2:10][CH2:9][CH2:8][CH2:7]1.[CH3:11][C:12]([CH3:24])([CH3:23])[C:13]([NH:15][C:16]1[CH:21]=CC=C(Br)[N:17]=1)=[O:14].C1(C)C=CC=CC=1.CN(C)C=O>C(O)(=O)C>[CH3:11][C:12]([CH3:24])([CH3:23])[C:13]([NH:15][C:16]1[CH:21]=[CH:7][CH:8]=[C:9]([CH:10]=[O:6])[N:17]=1)=[O:14]. Procedure details: A solution of 2.1 M isopropylmagnesium chloride in tetrahydrofuran (555.3 g, 1.20 mol) was added over 1.5 hours to the crude solution of 2-(trimethylacetylamino)-6-bromopyridine in toluene (501.2 g of crude solution from previous step, 0.500 mol) maintaining the temperature below 3° C. The resulting mixture was aged at 5° C. for 24 hours. Dimethylformamide (112.3 g, 1.54 mol) was added over 20 min maintaining the temperature at 11-15° C. After 15 min, the solution was transferred into 1 L of 10%... Starting materials: ClCCCl, O=[N+]([O-])O, O=C(O)c1ccccc1, O=S(=O)(O)O. Yields the product O=C(O)c1cccc([N+](=O)[O-])c1. As a reaction SMILES: [Cl:19][CH2:20][CH2:21][Cl:22].[OH:10][N+:11]([O-:12])=[O:13].[OH:1][C:2](=[O:3])[c:4]1[cH:5][cH:6][cH:7][cH:8][cH:9]1.[S:14](=[O:15])(=[O:16])([OH:17])[OH:18]>>[OH:1][C:2](=[O:3])[c:4]1[cH:5][c:6]([N+:11](=[O:10])[O-:12])[cH:7][cH:8][cH:9]1. The reactants are C(C1=CC=CC=C1)OC=1C=C(CO)C=CC1 (3-benzyloxybenzyl alcohol), C1(=CC=CC=C1)P(=O)(C1=CC=CC=C1)N=[N+]=[N-] (diphenylphosphoryl azide), N12CCCCCC2=NCCC1 (1,8-diazabicyclo[5.4.0]undec-7-ene). Run in C1(=CC=CC=C1)C (toluene). Conditions: time 18 hour. Product: C(C1=CC=CC=C1)OC=1C=C(CN=[N+]=[N-])C=CC1 (3-Benzyloxybenzyl azide). Reaction SMILES: [CH2:1]([O:8][C:9]1[CH:10]=[C:11]([CH:14]=[CH:15][CH:16]=1)[CH2:12]O)[C:2]1[CH:7]=[CH:6][CH:5]=[CH:4][CH:3]=1.C1(P([N:31]=[N+:32]=[N-:33])(C2C=CC=CC=2)=O)C=CC=CC=1.N12CCCN=C1CCCCC2>C1(C)C=CC=CC=1>[CH2:1]([O:8][C:9]1[CH:10]=[C:11]([CH:14]=[CH:15][CH:16]=1)[CH2:12][N:31]=[N+:32]=[N-:33])[C:2]1[CH:7]=[CH:6][CH:5]=[CH:4][CH:3]=1. Procedure: To a stirred solution of 3-benzyloxybenzyl alcohol (5.0 g, 23.3 mmol) and diphenylphosphoryl azide (7.7 g, 28.0 mmol) in dry toluene (40 mL) at 0° C., was added 1,8-diazabicyclo[5.4.0]undec-7-ene (3.9 g, 25.6 mmol). The resulting mixture was allowed to warm to ambient temperature, and stirred under argon for 18 hrs, then washed with water (2×15 mL), then 5% hydrochloric acid (15 mL). The organic layer was dried over MgSO4, filtered, and concentrated in vacuo. The crude product was purified by fl... Starting materials: [N+](=O)([O-])C=CC1=CC=CC=C1 ((2-nitro-vinyl)-benzene), [Na].C(CC(=O)C)(=O)OCC (ethyl acetoacetate sodium salt). Run in CCOC(=O)C (EtOAc), CCOCC (ether). Reaction conditions: time 1 hour. The product is C(C)OC(C(C(C[N+](=O)[O-])C1=CC=CC=C1)C(C)=O)=O (2-Acetyl-4-nitro-3-phenyl-butyric acid ethyl ester). The yield is 106.8%. As a reaction SMILES: [N+:1]([CH:4]=[CH:5][C:6]1[CH:11]=[CH:10][CH:9]=[CH:8][CH:7]=1)([O-:3])=[O:2].[Na].[C:13]([O:19][CH2:20][CH3:21])(=[O:18])[CH2:14][C:15]([CH3:17])=[O:16]>CCOCC.CCOC(C)=O>[CH2:20]([O:19][C:13](=[O:18])[CH:14]([C:15](=[O:16])[CH3:17])[CH:5]([C:6]1[CH:11]=[CH:10][CH:9]=[CH:8][CH:7]=1)[CH2:4][N+:1]([O-:3])=[O:2])[CH3:21] |f:1.2,^1:11|. Procedure: To a solution of (2-nitro-vinyl)-benzene (2.135 g, 14.3 mmol) in ether (30 mL) at 0° C. was added ethyl acetoacetate sodium salt (2.29 g, 14.3 mmol) portionwise in half minute; after addition, the mixture was stirred at that temperature for 1 hour; then it was diluted with EtOAc, washed with diluted hydrochloride aqueous solution and saturated sodium chloride aqueous solution respectively, the organic phase was dried over anhydrous sodium sulfate, filtered, concentrated, oil-pumped to dryness to... The solvent is C(Cl)Cl (methylene chloride). The yield is 71.6%. Reactants: S(=O)(Cl)Cl (Thionyl chloride), ClC=1C=C(C=C(C1)Cl)CCC(=O)O (3-(3,5-di-chlorophenyl)propionic acid). The product is ClC=1C=C2CCC(C2=C(C1)Cl)=O (5,7-Dichloroindan-1-one). As a reaction SMILES: S(Cl)(Cl)=O.[Cl:5][C:6]1[CH:7]=[C:8]([CH2:13][CH2:14][C:15]([OH:17])=O)[CH:9]=[C:10]([Cl:12])[CH:11]=1>C(Cl)Cl>[Cl:12][C:10]1[CH:9]=[C:8]2[C:7](=[C:6]([Cl:5])[CH:11]=1)[C:15](=[O:17])[CH2:14][CH2:13]2. Procedure: Thionyl chloride (45.2 g) was added dropwise at 40° C. to a solution of 3-(3,5-di-chlorophenyl)propionic acid (54.8 g) in methylene chloride (200 ml). After reaction was complete, excess thionyl chloride and the solvent were removed by distillation. The oily residue was added dropwise at 40° C. to a suspension of aluminium chloride (66.7 g) in methylene chloride (200 ml). The reaction mixture was added to dilute hydrochloric acid after 18 hours at 40° C. The aqueous phase was separated off and e... Starting materials: BrBr (bromine), COC(C1=C(C=CC(=C1)OC)O)=O (2-hydroxy-5-methoxy-benzoic acid methyl ester), COC(C)(C)C (tert-butyl methyl ether). Run in O (water), CCCCCCC (heptane), CCCCCCC (heptane). Conditions: time 37.5 minute. Product: COC(C1=C(C(=CC(=C1)OC)Br)O)=O (3-Bromo-2-hydroxy-5-methoxy-benzoic acid methyl ester). Isolated yield 82.5%. As a reaction SMILES: [Br:1]Br.[CH3:3][O:4][C:5](=[O:15])[C:6]1[CH:11]=[C:10]([O:12][CH3:13])[CH:9]=[CH:8][C:7]=1[OH:14].COC(C)(C)C>CCCCCCC.O>[CH3:3][O:4][C:5](=[O:15])[C:6]1[CH:11]=[C:10]([O:12][CH3:13])[CH:9]=[C:8]([Br:1])[C:7]=1[OH:14]. Procedure details: In the course of from 30 to 45 minutes, at 20°, with stirring, 43.9 g of bromine are added dropwise to a solution of 45.9 g of 2-hydroxy-5-methoxy-benzoic acid methyl ester in 125 ml of heptane. The reaction mixture is then stirred for a further 3 to 4 hours, then diluted with 110 ml of water and stirred for a further one hour and then 295 ml of heptane and 46 ml of tert-butyl methyl ether are added thereto. The mixture is then heated to from 50° to 55° and the aqueous phase is separated off. Th... Reactants: ClC1=CC=C2C=CNC2=C1 (6-chloro-1H-indole), IC1=C(C=CC=C1)C (1-iodo-2-methylbenzene). Product: ClC1=CC=C2C=CN(C2=C1)C1=C(C=CC=C1)C (6-CHLORO-1-(2-METHYLPHENYL)-1H-INDOLE). Reaction SMILES: [Cl:1][C:2]1[CH:10]=[C:9]2[C:5]([CH:6]=[CH:7][NH:8]2)=[CH:4][CH:3]=1.I[C:12]1[CH:17]=[CH:16][CH:15]=[CH:14][C:13]=1[CH3:18]>>[Cl:1][C:2]1[CH:10]=[C:9]2[C:5]([CH:6]=[CH:7][N:8]2[C:12]2[CH:17]=[CH:16][CH:15]=[CH:14][C:13]=2[CH3:18])=[CH:4][CH:3]=1. Reported procedure: Prepared by Procedure C and Scheme O using 6-chloro-1H-indole and 1-iodo-2-methylbenzene: ESMS m/e: 241.9 (M+H)+. Starting materials: CC=1C=CC(=CC1)N (p-tolylamine), CC=1C(=NC=CC1)S(=O)(=O)Cl (3-methyl-pyridine-2-sulfonyl chloride). The product is C1(=CC=C(C=C1)NS(=O)(=O)C1=NC=CC=C1C)C (3-Methyl-pyridine-2-sulfonic acid p-tolylamide). As a reaction SMILES: [CH3:1][C:2]1[CH:3]=[CH:4][C:5]([NH2:8])=[CH:6][CH:7]=1.[CH3:9][C:10]1[C:11]([S:16](Cl)(=[O:18])=[O:17])=[N:12][CH:13]=[CH:14][CH:15]=1>>[C:2]1([CH3:1])[CH:7]=[CH:6][C:5]([NH:8][S:16]([C:11]2[C:10]([CH3:9])=[CH:15][CH:14]=[CH:13][N:12]=2)(=[O:18])=[O:17])=[CH:4][CH:3]=1. Procedure: prepared by reaction of p-tolylamine with 3-methyl-pyridine-2-sulfonyl chloride Starting materials: FC1=C(C=CC=C1)C=1N=C(OC1)C1=CC=C(OC2=CC=C(C=C2)O)C=C1 (4-[4-(4-(2-fluorophenyl)-oxazol-2-yl)-phenoxy]-phenol), C1CNC2=NCCCN2C1 (1,5,7-triazabicyclo[4.4.0]dec-5-ene bound to polystyrene), BrC1(C(NC(NC1=O)=O)=O)CCOC (5-Bromo-5-(2-methoxy-ethyl)-pyrimidine-2,4,6-trione). Solvent: C(C)#N (acetonitrile). Conditions: time 30 minute. The product is COCCC1(C(NC(NC1=O)=O)=O)OC1=CC=C(C=C1)OC1=CC=C(C=C1)C=1OC=C(N1)C1=C(C=CC=C1)F (5-(2-methoxy-ethyl)-5-{4-[4-(4-(2-fluorophenyl)-oxazol-2-yl)-phenoxy]-phenoxy}-pyrimidine-2,4,6-trione). The yield is 66.5%. RXN SMILES: [F:1][C:2]1[CH:7]=[CH:6][CH:5]=[CH:4][C:3]=1[C:8]1[N:9]=[C:10]([C:13]2[CH:26]=[CH:25][C:16]([O:17][C:18]3[CH:23]=[CH:22][C:21]([OH:24])=[CH:20][CH:19]=3)=[CH:15][CH:14]=2)[O:11][CH:12]=1.C1CN2C(=NCCC2)NC1.Br[C:38]1([CH2:47][CH2:48][O:49][CH3:50])[C:43](=[O:44])[NH:42][C:41](=[O:45])[NH:40][C:39]1=[O:46]>C(#N)C>[CH3:50][O:49][CH2:48][CH2:47][C:38]1([O:24][C:21]2[CH:22]=[CH:23][C:18]([O:17][C:16]3[CH:15]=[CH:14][C:13]([C:10]4[O:11][CH:12]=[C:8]([C:3]5[CH:4]=[CH:5][CH:6]=[CH:7][C:2]=5[F:1])[N:9]=4)=[CH:26][CH:25]=3)=[CH:19][CH:20]=2)[C:39](=[O:46])[NH:40][C:41](=[O:45])[NH:42][C:43]1=[O:44]. Procedure details: 4-[4-(4-(2-fluorophenyl)-oxazol-2-yl)-phenoxy]-phenol (142 mg, 0.41 mmol), and 1,5,7-triazabicyclo[4.4.0]dec-5-ene bound to polystyrene crosslinked with 2% DVB (Fluka) (473 mg @ 2.6 meq/g, 1.23 meq) in acetonitrile were shaken for 30 minutes. 5-Bromo-5-(2-methoxy-ethyl)-pyrimidine-2,4,6-trione (163 mg, 0.62 mmol) (from Preparation 3b) was then added and shaking continued for 3 days. The reaction was quenched with 20% acetic acid in methanol and after 15 minutes filtered. The filtrate was concent... The product is BrC=1C=CC2=C(C(CCS2)=O)C1 (2,3-dihydro-6-bromo-(4H)-1-benzothiopyran-4-one). Reaction SMILES: [Br:1][C:2]1[CH:13]=[CH:12][C:5]([S:6][CH2:7][CH2:8][C:9]([OH:11])=O)=[CH:4][CH:3]=1.CCOC(C)=O>CS(O)(=O)=O.O>[Br:1][C:2]1[CH:3]=[CH:4][C:5]2[S:6][CH2:7][CH2:8][C:9](=[O:11])[C:12]=2[CH:13]=1. Procedure details: A solution of 3.63 g (13.9 mmol) of 3-(4-bromothiophenoxy)propionic acid in 60 ml methanesulfonic acid was heated to 75° C. for 1.5 hours. After cooling to room temperature the solution was diluted with H2O and extracted with EtOAc. The combined organic layers were washed with 2N aqueous NaOH, H2O, and saturated aqueous NaCl and then dried over MgSO4. Removal of the solvent under reduced pressure afforded a yellow solid from which the product was isolated by column chromatography (3% EtOAc--hexa... The solvent is CS(=O)(=O)O (methanesulfonic acid), hexanes, O (H2O). Starting materials: BrC1=CC=C(SCCC(=O)O)C=C1 (3-(4-bromothiophenoxy)propionic acid), CCOC(=O)C (EtOAc).